From a dataset of the Open Reaction Database (ORD), a public repository of structured organic reaction records. describe an organic reaction: reactants, conditions, products, and yield The reactants are BrC=1C=CC2=C(N(CC3=C(N2)N=C(C=C3)C(F)(F)F)S(=O)(=O)C3=CC=C(C=C3)C(C)(C)C)C1 (8-bromo-6-[(4-tert-butylphenyl)sulfonyl]-2-(trifluoromethyl)-6,11-dihydro-5H-pyrido[2,3-b][1,5]benzodiazepine), C(CCC)[Sn](C(=C)OCC)(CCCC)CCCC (tri-n-butyl(1-ethoxyvinyl)tin), Cl.CCOCC (HCl Et2O), BrC=1C=CC2=C(N(CC3=C(N2)N=C(C=C3)C(F)(F)F)S(=O)(=O)C3=CC=C(C=C3)C(C)(C)C)C1 (8-bromo-6-[(4-tert-butylphenyl)sulfonyl]-2-(trifluoromethyl)-6,11-dihydro-5H-pyrido[2,3-b][1,5]benzodiazepine), [Li+].[Cl-] (LiCl). Reagents/catalysts: C1=CC=C(C=C1)P([C-]2C=CC=C2)C3=CC=CC=C3.C1=CC=C(C=C1)P([C-]2C=CC=C2)C3=CC=CC=C3.Cl[Pd]Cl.[Fe+2] (Pd(dppf)Cl2). Run in CN1CCCC1=O (NMP). Reaction conditions: temperature 90 celsius, time 1 hour. Product: C(C)(C)(C)C1=CC=C(C=C1)S(=O)(=O)N1CC2=C(NC3=C1C=C(C=C3)C(C)=O)N=C(C=C2)C(F)(F)F (1-[6-[(4-tert-Butylphenyl)sulfonyl]-2-(trifluoromethyl)-6,11-dihydro-5H-pyrido[2,3-b][1,5]benzodiazepin-8-yl]ethanone). As a reaction SMILES: Br[C:2]1[CH:3]=[CH:4][C:5]2[NH:11][C:10]3[N:12]=[C:13]([C:16]([F:19])([F:18])[F:17])[CH:14]=[CH:15][C:9]=3[CH2:8][N:7]([S:20]([C:23]3[CH:28]=[CH:27][C:26]([C:29]([CH3:32])([CH3:31])[CH3:30])=[CH:25][CH:24]=3)(=[O:22])=[O:21])[C:6]=2[CH:33]=1.[Li+].[Cl-].C([Sn](CCCC)(CCCC)[C:41]([O:43]CC)=[CH2:42])CCC.Cl.CCOCC>CN1C(=O)CCC1.C1C=CC(P(C2C=CC=CC=2)[C-]2C=CC=C2)=CC=1.C1C=CC(P(C2C=CC=CC=2)[C-]2C=CC=C2)=CC=1.Cl[Pd]Cl.[Fe+2]>[C:29]([C:26]1[CH:27]=[CH:28][C:23]([S:20]([N:7]2[C:6]3[CH:33]=[C:2]([C:41](=[O:43])[CH3:42])[CH:3]=[CH:4][C:5]=3[NH:11][C:10]3[N:12]=[C:13]([C:16]([F:18])([F:17])[F:19])[CH:14]=[CH:15][C:9]=3[CH2:8]2)(=[O:21])=[O:22])=[CH:24][CH:25]=1)([CH3:32])([CH3:30])[CH3:31] |f:1.2,4.5,7.8.9.10|. Procedure: To a mixture of 8-bromo-6-[(4-tert-butylphenyl)sulfonyl]-2-(trifluoromethyl)-6,11-dihydro-5H-pyrido[2,3-b][1,5]benzodiazepine (270 mg, 0.5 mmol, from intermediate 53, Pd(dppf)Cl2 (165 mg, 0.2 mmol), and LiCl (21 mg, 0.5 mmol) were dissolved in NMP (1.5 mL) under N2 was added tri-n-butyl(1-ethoxyvinyl)tin (180 mg, 0.5 mmol), and the resulting mixture was stirred at 90° C. for 1 h. The cooled reaction mixture was poured into 1M HCl/Et2O (5 mL) and stirred vigorously for 2 h. The product was extrac... Starting materials: C[N+](=C(CN1N=CN=C1)C1=CC(=CC=C1)C)[O-] (N-methyl-1-(3-methylphenyl)-2-(1H-1,2,4-triazol-1-yl)ethanimine N-oxide), CC=1C=C(C=CC1)OCC=C (allyl 3-methylphenyl ether). The product is Compound 3, C1(=CC=CC=C1)C1(N(OC(C1)COC1=CC=CC=C1)C)CN1N=CN=C1 (3-Phenyl-3-(1H-1,2,4-triazol-1-yl)methyl-2-methyl-5-(phenoxymethyl)isoxazolidine). RXN SMILES: [CH3:1][N+:2]([O-:17])=[C:3]([C:10]1[CH:15]=[CH:14][CH:13]=[C:12](C)[CH:11]=1)[CH2:4][N:5]1[CH:9]=[N:8][CH:7]=[N:6]1.C[C:19]1[CH:20]=[C:21]([O:25][CH2:26][CH:27]=[CH2:28])[CH:22]=[CH:23][CH:24]=1>>[C:10]1([C:3]2([CH2:4][N:5]3[CH:9]=[N:8][CH:7]=[N:6]3)[CH2:28][CH:27]([CH2:26][O:25][C:21]3[CH:22]=[CH:23][CH:24]=[CH:19][CH:20]=3)[O:17][N:2]2[CH3:1])[CH:11]=[CH:12][CH:13]=[CH:14][CH:15]=1. Procedure: Compound 3 (R1 =R2 =H) was prepared by a procedure similar to that described in Example 1 by reacting N-methyl-1-phenyl-2-(1H-1,2,4-triazol-1-yl)ethanimine N-oxide (1, R1 =H) with allyl phenyl ether (2, R2 =H). The resulting cis- and trans-diastereomeric mixture of the title compound was flash-chromatographed on neutral silica gel using chloroform-methanol (99:1 by volume) as eluent. Isomer A has a melting point 68°-75° C. (ethyl acetate-hexane, 1:1 by volume). The reactants are Cl.C(C)OC(C1=C(C=CC=C1)C=1C2=CC=C(C(=C2OC2=C(C(C=CC12)=N)Br)Br)N)=O (2-(4, 5-dibromo-6-amino-3-imino-3H-xanthen-9-yl)-benzoic acid ethyl ester hydrochloride), Cl.C(CCC)OC(C1=C(C=CC=C1)C=1C2=CC=C(C=C2OC2=CC(C(C(C12)=N)N)CC)CC)=O (2-(6-ethyl amino-3-ethyl imino-3H-xanthen-9-yl)-benzoic acid n-butyl ester hydrochloride), Cl.C(CCCCCCC)OC(C1=C(C=CC=C1)C=1C2=CC=C(C(=C2OC2=C(C(C=CC12)=N)Br)Br)N)=O (2-(4,5-dibromo-6-amino-3-imino-3H-xanthen-9-yl)-benzoic acid octyl ester hydrochloride), Cl.C(CCC)OC(C1=C(C=CC=C1)C=1C2=CC=C(C(=C2OC2=C(C(C=CC12)=N)Br)Br)N)=O (2-(4,5-dibromo-6-amino-3-imino-3H-xanthen-9-yl)-benzoic acid n-butyl ester hydrochloride). Product: Cl.COC(C1=C(C=CC=C1)C=1C2=CC=C(C(=C2OC2=C(C(C=CC12)=N)Br)Br)N)=O (2-(4,5-dibromo-6-amino-3-imino-3H-xanthen-9-yl)-benzoic acid methyl ester hydrochloride). As a reaction SMILES: [ClH:1].[CH2:2]([O:4][C:5](=[O:30])[C:6]1[CH:11]=[CH:10][CH:9]=[CH:8][C:7]=1[C:12]1[C:13]2[C:18]([O:19][C:20]3[C:25]=1[CH:24]=[CH:23][C:22](=[NH:26])[C:21]=3[Br:27])=[C:17]([Br:28])[C:16]([NH2:29])=[CH:15][CH:14]=2)C.Cl.C(OC(=O)C1C=CC=CC=1C1C2C(OC3C=1C=CC(=N)C=3Br)=C(Br)C(N)=CC=2)CCCCCCC.Cl.C(OC(=O)C1C=CC=CC=1C1C2C(OC3C=1C=CC(=N)C=3Br)=C(Br)C(N)=CC=2)CCC.Cl.C(OC(=O)C1C=CC=CC=1C1C2C(OC3C=1C(=N)C(N)C(CC)C=3)=CC(CC)=CC=2)CCC>>[ClH:1].[CH3:2][O:4][C:5](=[O:30])[C:6]1[CH:11]=[CH:10][CH:9]=[CH:8][C:7]=1[C:12]1[C:13]2[C:18]([O:19][C:20]3[C:25]=1[CH:24]=[CH:23][C:22](=[NH:26])[C:21]=3[Br:27])=[C:17]([Br:28])[C:16]([NH2:29])=[CH:15][CH:14]=2 |f:0.1,2.3,4.5,6.7,8.9|. Procedure details: 2-(4, 5-dibromo-6-amino-3-imino-3H-xanthen-9-yl)-benzoic acid ethyl ester hydrochloride; 2-(4,5-dibromo-6-amino-3-imino-3H-xanthen-9-yl)-benzoic acid octyl ester hydrochloride; 2-(4,5-dibromo-6-amino-3-imino-3H-xanthen-9-yl)-benzoic acid n-butyl ester hydrochloride; 2-(6-ethyl amino-3-ethyl imino-3H-xanthen-9-yl)-benzoic acid n-butyl ester hydrochloride; and photoactivable derivatives thereof. These derivatives are utilized in an amount to achieve appropriate intracellular levels of the derivati... Starting materials: BrC=1C=C(C=CC1)[C@]1([C@H](COCC1)O)NC(=S)N ((±)-[(3R*,4R*)-4-(3-bromophenyl)-3-hydroxytetrahydropyran-4-yl]thiourea), O (Water), Diethyl azodicarbonate, C1(=CC=CC=C1)P(C1=CC=CC=C1)C1=CC=CC=C1 (triphenylphosphine). The solvent is O1CCCC1 (tetrahydrofuran), O1CCCC1 (tetrahydrofuran). Conditions: time 30 minute. Yields the product BrC=1C=C(C=CC1)[C@@]12N=C(S[C@@H]1COCC2)N ((±)-(3aS*,7aR*)-7a-(3-bromophenyl)-3a,6,7,7a-tetrahydro-4H-pyrano[4,3-d]thiazol-2-ylamine). Isolated yield 59.3%. As a reaction SMILES: C1(P(C2C=CC=CC=2)C2C=CC=CC=2)C=CC=CC=1.[Br:20][C:21]1[CH:22]=[C:23]([C@:27]2([NH:34][C:35]([NH2:37])=[S:36])[CH2:32][CH2:31][O:30][CH2:29][C@@H:28]2O)[CH:24]=[CH:25][CH:26]=1.O>O1CCCC1>[Br:20][C:21]1[CH:22]=[C:23]([C@:27]23[CH2:32][CH2:31][O:30][CH2:29][C@H:28]2[S:36][C:35]([NH2:37])=[N:34]3)[CH:24]=[CH:25][CH:26]=1. Procedure details: Diethyl azodicarbonate (13.0 mL) was added dropwise to a solution of triphenylphosphine (7.51 g) in tetrahydrofuran (200 mL) in an ice bath. The mixture was warmed to room temperature and stirred for 30 minutes. The reaction solution was cooled to 0° C., and a solution of (±)-[(3R*,4R*)-4-(3-bromophenyl)-3-hydroxytetrahydropyran-4-yl]thiourea (6.33 g) in tetrahydrofuran (44 mL) was added dropwise. The mixture was stirred overnight while gradually warming to room temperature. Water was added to t...